From a dataset of the Open Reaction Database (ORD), a public repository of structured organic reaction records. describe an organic reaction: reactants, conditions, products, and yield Reactants: CCNc1c(C)c(C(=O)OC(C)(C)C)cc(C)c1C(=O)OC, CO, Cl, [Li+], [Na+], C1COCCO1, [OH-], [OH-], O. Yields the product CCNc1c(C)c(C(=O)OC(C)(C)C)cc(C)c1C(=O)O. Reaction SMILES: [CH2:1]([CH3:2])[NH:3][c:4]1[c:5]([CH3:22])[c:6]([C:7](=[O:8])[O:9][C:10]([CH3:11])([CH3:12])[CH3:13])[cH:14][c:15]([CH3:21])[c:16]1[C:17](=[O:18])[O:19][CH3:20].[CH3:35][OH:36].[ClH:27].[Li+:23].[Na+:26].[O:28]1[CH2:29][CH2:30][O:31][CH2:32][CH2:33]1.[OH-:24].[OH-:25].[OH2:34]>>[CH2:1]([CH3:2])[NH:3][c:4]1[c:5]([CH3:22])[c:6]([C:7](=[O:8])[O:9][C:10]([CH3:11])([CH3:12])[CH3:13])[cH:14][c:15]([CH3:21])[c:16]1[C:17](=[O:18])[OH:19]. Reactants: BrC1=CC2=C(N1C(C)C)C(N(C2=O)C2=C(C#N)C=CC(=C2)Cl)C2=CC=C(C=C2)Cl (2-[2-bromo-6-(4-chloro-phenyl)-1-isopropyl-4-oxo-4,6-dihydro-1H-pyrrolo[3,4-b]pyrrol-5-yl]-4-chloro-benzonitrile), C(#N)C=1C=CC(=C(C1)B(O)O)OC (5-cyano-2-methoxyphenylboronic acid), COC1=C(C=CC=C1)B(O)O (2-methoxyphenylboronic acid), BrC1=CC2=C(N1C(C)C)C(N(C2=O)C2=C(C=CC(=C2)Cl)C)C2=CC=C(C=C2)Cl (2-bromo-5-(5-chloro-2-methyl-phenyl)-6-(4-chloro-phenyl)-1-isopropyl-5,6-dihydro-1H-pyrrolo[3,4-b]pyrrol-4-one). The product is ClC1=CC(=C(C#N)C=C1)N1C(C=2N(C(=CC2C1=O)C1=C(C=CC=C1)OC)C(C)C)C1=CC=C(C=C1)Cl (4-Chloro-2-[6-(4-chloro-phenyl)-1-isopropyl-2-(2-methoxy-phenyl)-4-oxo-4,6-dihydro-1H-pyrrolo[3,4-b]pyrrol-5-yl]-benzonitrile). RXN SMILES: Br[C:2]1[N:6]([CH:7]([CH3:9])[CH3:8])[C:5]2[CH:10]([C:23]3[CH:28]=[CH:27][C:26]([Cl:29])=[CH:25][CH:24]=3)[N:11]([C:14]3[CH:21]=[C:20]([Cl:22])[CH:19]=[CH:18][C:15]=3[C:16]#[N:17])[C:12](=[O:13])[C:4]=2[CH:3]=1.[CH3:30][O:31][C:32]1[CH:37]=[CH:36][CH:35]=[CH:34][C:33]=1B(O)O.BrC1N(C(C)C)C2C(C3C=CC(Cl)=CC=3)N(C3C=C(Cl)C=CC=3C)C(=O)C=2C=1.C(C1C=CC(OC)=C(B(O)O)C=1)#N>>[Cl:22][C:20]1[CH:19]=[CH:18][C:15]([C:16]#[N:17])=[C:14]([N:11]2[C:12](=[O:13])[C:4]3[CH:3]=[C:2]([C:33]4[CH:34]=[CH:35][CH:36]=[CH:37][C:32]=4[O:31][CH3:30])[N:6]([CH:7]([CH3:9])[CH3:8])[C:5]=3[CH:10]2[C:23]2[CH:24]=[CH:25][C:26]([Cl:29])=[CH:27][CH:28]=2)[CH:21]=1. Reported procedure: The title compound was prepared in analogy to the procedure described for Example 17 but 2-[2-bromo-6-(4-chloro-phenyl)-1-isopropyl-4-oxo-4,6-dihydro-1H-pyrrolo[3,4-b]pyrrol-5-yl]-4-chloro-benzonitrile (Intermediate AB) and 2-methoxyphenylboronic acid were used instead of 2-bromo-5-(5-chloro-2-methyl-phenyl)-6-(4-chloro-phenyl)-1-isopropyl-5,6-dihydro-1H-pyrrolo[3,4-b]pyrrol-4-one and 5-cyano-2-methoxyphenylboronic acid respectively. The title compound was obtained as a light brown solid. tR: 7.... Starting materials: CN(C)C=O, CCOC(C)=O, CCN(C(C)C)C(C)C, O=C(Cl)OCc1ccccc1, [Na+], [Na+], O=C([O-])[O-], N=C(N)Nc1nc2c(s1)CNCC2. The product is N=C(N)Nc1nc2c(s1)CN(C(=O)OCc1ccccc1)CC2. RXN SMILES: [CH3:40][N:41]([CH3:42])[CH:43]=[O:44].[CH3:45][CH2:46][O:47][C:48](=[O:49])[CH3:50].[CH:25]([N:26]([CH:27]([CH3:28])[CH3:29])[CH2:30][CH3:31])([CH3:32])[CH3:33].[Cl:1][C:2](=[O:3])[O:4][CH2:5][c:6]1[cH:7][cH:8][cH:9][cH:10][cH:11]1.[Na+:34].[Na+:35].[O-:36][C:37](=[O:38])[O-:39].[n:12]1[c:13]([NH:21][C:22](=[NH:23])[NH2:24])[s:14][c:15]2[c:20]1[CH2:19][CH2:18][NH:17][CH2:16]2>>[C:2](=[O:3])([O:4][CH2:5][c:6]1[cH:7][cH:8][cH:9][cH:10][cH:11]1)[N:17]1[CH2:16][c:15]2[s:14][c:13]([NH:21][C:22](=[NH:23])[NH2:24])[n:12][c:20]2[CH2:19][CH2:18]1. Reactants: O=CC(Cl)(Cl)Cl (chloral), C(C=C)O (allyl-alcohol). The solvent is C1=CC=CC=C1 (benzene). Yields the product ClC(C(O)OCC=C)(Cl)Cl (2,2,2-trichloro-1-allyloxy-ethanol). As a reaction SMILES: [O:1]=[CH:2][C:3]([Cl:6])([Cl:5])[Cl:4].[CH2:7]([OH:10])[CH:8]=[CH2:9]>C1C=CC=CC=1>[Cl:4][C:3]([Cl:6])([Cl:5])[CH:2]([O:10][CH2:7][CH:8]=[CH2:9])[OH:1]. Procedure: A mixture of 7 g of chloral, 2.9 of allyl-alcohol and 15 ml of benzene is left standing for a night at room temperature, then distilled. The reactants are C(C)(C)(C)OC(=O)N1CC(C1)NC=1C=C2N3[C@H](C(NN=C3COC2=CC1C(F)(F)F)=O)C (3-(4(S)-methyl-3-oxo-7-trifluoromethyl-2,3,4,10-tetrahydro-9-oxa-1,2,4a-triaza-phenanthren-6-ylamino)-azetidine-1-carboxylic acid tert-butyl ester), C(=O)(C(F)(F)F)O (TFA). Solvent: C(Cl)Cl (DCM). Yields the product FC(C(=O)O)(F)F.N1CC(C1)NC=1C=C2N3[C@H](C(NN=C3COC2=CC1C(F)(F)F)=O)C (6-(azetidin-3-ylamino)-4(S)-methyl-7-trifluoromethyl-2,10-dihydro-9-oxa-1,2,4a-triaza-phenanthren-3-one trifluoroacetic acid). As a reaction SMILES: C(OC([N:8]1[CH2:11][CH:10]([NH:12][C:13]2[CH:14]=[C:15]3[C:24](=[CH:25][C:26]=2[C:27]([F:30])([F:29])[F:28])[O:23][CH2:22][C:21]2[N:16]3[C@@H:17]([CH3:32])[C:18](=[O:31])[NH:19][N:20]=2)[CH2:9]1)=O)(C)(C)C.[C:33]([OH:39])([C:35]([F:38])([F:37])[F:36])=[O:34]>C(Cl)Cl>[F:36][C:35]([F:38])([F:37])[C:33]([OH:39])=[O:34].[NH:8]1[CH2:9][CH:10]([NH:12][C:13]2[CH:14]=[C:15]3[C:24](=[CH:25][C:26]=2[C:27]([F:30])([F:28])[F:29])[O:23][CH2:22][C:21]2[N:16]3[C@@H:17]([CH3:32])[C:18](=[O:31])[NH:19][N:20]=2)[CH2:11]1 |f:3.4|. Reported procedure: A solution of 3-(4(S)-methyl-3-oxo-7-trifluoromethyl-2,3,4,10-tetrahydro-9-oxa-1,2,4a-triaza-phenanthren-6-ylamino)-azetidine-1-carboxylic acid tert-butyl ester (Enantiomer 1, SFC (Table 1, Method 6), Rt=8.78 min., 0.270 g, 0.59 mmol) in DCM (10 mL) and TFA (2 mL) was stirred at ambient temperature for 1 h. The solvent was removed in vacuo to give 6-(azetidin-3-ylamino)-4(S)-methyl-7-trifluoromethyl-2,10-dihydro-9-oxa-1,2,4a-triaza-phenanthren-3-one trifluoroacetic acid as a pale yellow solid (E... Yields the product COC(=S)c1cc(Nc2ccc(C)c(F)c2)c(C)s1. Reaction SMILES: [Br:1][c:2]1[cH:3][c:4]([C:8](=[S:9])[O:10][CH3:11])[s:5][c:6]1[CH3:7].[C:12](=[O:13])([O-:14])[O-:15].[Cs+:16].[Cs+:17].[F:18][c:19]1[cH:20][c:21]([NH2:22])[cH:23][cH:24][c:25]1[CH3:26]>>[c:2]1([NH:22][c:21]2[cH:20][c:19]([F:18])[c:25]([CH3:26])[cH:24][cH:23]2)[cH:3][c:4]([C:8](=[S:9])[O:10][CH3:11])[s:5][c:6]1[CH3:7]. The reactants are COC(=S)c1cc(Br)c(C)s1, O=C([O-])[O-], [Cs+], [Cs+], Cc1ccc(N)cc1F. Reactants: CCOC(=O)C1C(c2ccccc2)c2ccccc2C1c1ccc(OC)cc1, CCO, [Na+], [OH-], O. Yields the product COc1ccc(C2c3ccccc3C(c3ccccc3)C2C(=O)O)cc1. Reaction SMILES: [CH3:1][O:2][c:3]1[cH:4][cH:5][c:6]([CH:9]2[CH:10]([C:24](=[O:25])[O:26][CH2:27][CH3:28])[CH:11]([c:18]3[cH:19][cH:20][cH:21][cH:22][cH:23]3)[c:12]3[cH:13][cH:14][cH:15][cH:16][c:17]32)[cH:7][cH:8]1.[CH3:32][CH2:33][OH:34].[Na+:30].[OH-:29].[OH2:31]>>[CH3:1][O:2][c:3]1[cH:4][cH:5][c:6]([CH:9]2[CH:10]([C:24](=[O:25])[OH:26])[CH:11]([c:18]3[cH:19][cH:20][cH:21][cH:22][cH:23]3)[c:12]3[cH:13][cH:14][cH:15][cH:16][c:17]32)[cH:7][cH:8]1. The reactants are C(\C=C/C(=O)O)(=O)O.C1C=CCC=2C(C3=C(CCC21)C=CC=C3)CCN3CCCC3 (1-[2-(4,5,10,11-tetrahydro-1H-dibenzo[a,d]cyclohepten-5-yl)ethyl]pyrrolidine maleate), [OH-].[Na+] (sodium hydroxide). The solvent is CCOCC (ether). Yields the product C1C=CCC=2C(C3=C(CCC21)C=CC=C3)CCN3CCCC3 (1-[2-(4,5,10,11-tetrahydro-1H-dibenzo[a,d]cyclohepten-5-yl)ethyl]pyrrolidine). RXN SMILES: C(O)(=O)/C=C\C(O)=O.[CH2:9]1[C:19]2[CH2:18][CH2:17][C:16]3[CH:20]=[CH:21][CH:22]=[CH:23][C:15]=3[CH:14]([CH2:24][CH2:25][N:26]3[CH2:30][CH2:29][CH2:28][CH2:27]3)[C:13]=2[CH2:12][CH:11]=[CH:10]1.[OH-].[Na+]>CCOCC>[CH2:20]1[C:16]2[CH2:17][CH2:18][C:19]3[CH:9]=[CH:10][CH:11]=[CH:12][C:13]=3[CH:14]([CH2:24][CH2:25][N:26]3[CH2:27][CH2:28][CH2:29][CH2:30]3)[C:15]=2[CH2:23][CH:22]=[CH:21]1 |f:0.1,2.3|. Reported procedure: A mixture of 8 g of 1-[2-(4,5,10,11-tetrahydro-1H-dibenzo[a,d]cyclohepten-5-yl)ethyl]pyrrolidine maleate, 20 ml of 3N sodium hydroxide and 50 ml of ether is shaken until two clear phases result. After separation of the aqueous phase, the ethereal solution is dried over magnesium sulfate and evaporated. There is obtained crystalline 1-[2-(4,5,10,11-tetrahydro-1H-dibenzo[a,d]cyclohepten-5-yl)ethyl]pyrrolidine of melting point 57°-58.5°. The melting point rises to 61°-63° after recrystallization fr...